From a dataset of the Open Reaction Database (ORD), a public repository of structured organic reaction records. describe an organic reaction: reactants, conditions, products, and yield The reactants are O=C(Cl)c1ccccc1, NC(=O)c1nn[nH]c1N, O=S(=O)(O)O. The product is NC(=O)c1nn[nH]c1NC(=O)c1ccccc1. Reaction SMILES: [C:15]([c:16]1[cH:17][cH:18][cH:19][cH:20][cH:21]1)(=[O:22])[Cl:23].[NH2:6][c:7]1[c:8]([C:12]([NH2:13])=[O:14])[n:9][n:10][nH:11]1.[S:1](=[O:2])(=[O:3])([OH:4])[OH:5]>>[NH:6]([c:7]1[c:8]([C:12]([NH2:13])=[O:14])[n:9][n:10][nH:11]1)[C:15]([c:16]1[cH:17][cH:18][cH:19][cH:20][cH:21]1)=[O:22].